The task is: describe an organic reaction: reactants, conditions, products, and yield. This data is from the Open Reaction Database (ORD), a public repository of structured organic reaction records. Reactants: C([O-])([O-])=O.[K+].[K+] (potassium carbonate), resultant mixture, CC(C)O (2-propanol), CN(C1=NC=NC(=C1[N+](=O)[O-])N(C)C)C (4, 6-bis (dimethylamino)-5-nitropyrimidine), C(C)(=O)O (acetic acid). The reagents and catalysts are [Fe] (iron). Run in O (water), CC(=O)C (Acetone), O (water). Run at temperature 80 celsius, time 1 hour. Yields the product NC=1C(=NC=NC1N(C)C)N(C)C (5-amino-4, 6-bis (dimethylamino) pyrimidine). Yield: 91.7%. Reaction SMILES: C(O)(=O)C.CC(O)C.[CH3:9][N:10]([CH3:23])[C:11]1[C:16]([N+:17]([O-])=O)=[C:15]([N:20]([CH3:22])[CH3:21])[N:14]=[CH:13][N:12]=1.C(=O)([O-])[O-].[K+].[K+]>O.[Fe].CC(C)=O>[NH2:17][C:16]1[C:11]([N:10]([CH3:23])[CH3:9])=[N:12][CH:13]=[N:14][C:15]=1[N:20]([CH3:21])[CH3:22] |f:3.4.5|. Reported procedure: A mixture of 5 g of iron dust, 0.5 g of acetic acid and 3.5 ml of water was refluxed under heating for 30 minutes, allowed to cool at 80° C. and mixed with 14 ml of 2-propanol and gradually mixed with 4.22 g of 4, 6-bis (dimethylamino)-5-nitropyrimidine. The resultant mixture was stirred at the same temperature for 1 hour, allowed to cool at 40° C., mixed with a solution of 1.5 g of potassium carbonate in 2.5 ml of water and stirred for 1 hour. Acetone was added to the mixture, which was filtere... Reactants: [H-].[Na+] (NaH), C1(=CC=C(C=C1)S(=O)(=O)O)C.O1C[C@@H](CC1)N ((R)-(+)-tetrahydro-3-furylamine p-toluenesulfonate salt), ClCCN=C=O (2-chloroethyl isocyanate). Run in C1CCOC1 (THF). Reaction conditions: temperature 0 celsius, time 1.5 hour. The product is ClCCNC(=O)N[C@H]1COCC1 ((R)-1-(2-chloroethyl)-3-(tetrahydrofuran-3-yl)urea). Yield: 70.2%. Reaction SMILES: C1(C)C=CC(S(O)(=O)=O)=CC=1.[O:12]1[CH2:16][CH2:15][C@@H:14]([NH2:17])[CH2:13]1.[H-].[Na+].[Cl:20][CH2:21][CH2:22][N:23]=[C:24]=[O:25]>C1COCC1>[Cl:20][CH2:21][CH2:22][NH:23][C:24]([NH:17][C@@H:14]1[CH2:15][CH2:16][O:12][CH2:13]1)=[O:25] |f:0.1,2.3|. Reported procedure: A 0° C. suspension of (R)-(+)-tetrahydro-3-furylamine p-toluenesulfonate salt (1.00 g, 3.86 mmol) in THF (40 mL) was treated with NaH (60% in mineral oil, 0.170 g, 4.24 mmol), stirred at 0° C. for 1.5 h, treated with 2-chloroethyl isocyanate (0.362 mL, 4.24 mmol) and stirred at RT overnight as the cooling bath expired. The mixture was treated with satd. NH4Cl and water, extracted with EtOAc (2×) and the combined organics were washed with brine (2×), dried over Na2SO4 and concentrated to dryness.... Reactants: N(=NC(=O)OCC)C(=O)OCC (diethyl azodicarboxylate), CSC1=NC(=CC(=C1NC(CN1CCN(CC1)CCO)=O)SC)C (N-[2,4-bis(methylthio)-6-methylpyridin-3-yl]-2-[4-(2-hydroxyethyl)piperazin-1-yl]acetamide), C(C1=CC=CC=C1)OC1=CC2=C(N=C(N2)S)C=C1 (5-benzyloxy-2-mercaptobenzimidazole), C1(=CC=CC=C1)P(C1=CC=CC=C1)C1=CC=CC=C1 (triphenylphosphine), Cl (hydrochloric acid). Run in CN(C=O)C (N,N-dimethylformamide), C(C)(=O)OCC (Ethyl acetate). Run at time 1 hour. The product is C(C1=CC=CC=C1)OC1=CC2=C(N=C(N2)SCCN2CCN(CC2)CC(=O)NC=2C(=NC(=CC2SC)C)SC)C=C1 (2-[4-[2-(5-benzyloxybenzimidazol-2-ylthio)ethyl]piperazin-1-yl]-N-[2,4-bis(methylthio)-6-methylpyridin-3-yl]acetamide). Isolated yield 94.9%. RXN SMILES: [CH3:1][S:2][C:3]1[C:8]([NH:9][C:10](=[O:21])[CH2:11][N:12]2[CH2:17][CH2:16][N:15]([CH2:18][CH2:19]O)[CH2:14][CH2:13]2)=[C:7]([S:22][CH3:23])[CH:6]=[C:5]([CH3:24])[N:4]=1.[CH2:25]([O:32][C:33]1[CH:42]=[CH:41][C:36]2[N:37]=[C:38]([SH:40])[NH:39][C:35]=2[CH:34]=1)[C:26]1[CH:31]=[CH:30][CH:29]=[CH:28][CH:27]=1.C1(P(C2C=CC=CC=2)C2C=CC=CC=2)C=CC=CC=1.N(C(OCC)=O)=NC(OCC)=O.Cl>CN(C)C=O.C(OCC)(=O)C>[CH2:25]([O:32][C:33]1[CH:42]=[CH:41][C:36]2[N:37]=[C:38]([S:40][CH2:19][CH2:18][N:15]3[CH2:16][CH2:17][N:12]([CH2:11][C:10]([NH:9][C:8]4[C:3]([S:2][CH3:1])=[N:4][C:5]([CH3:24])=[CH:6][C:7]=4[S:22][CH3:23])=[O:21])[CH2:13][CH2:14]3)[NH:39][C:35]=2[CH:34]=1)[C:26]1[CH:27]=[CH:28][CH:29]=[CH:30][CH:31]=1. Reported procedure: Under argon, N-[2,4-bis(methylthio)-6-methylpyridin-3-yl]-2-[4-(2-hydroxyethyl)piperazin-1-yl]acetamide (1.00 g, 2.70 mmol), 5-benzyloxy-2-mercaptobenzimidazole (2.57 g, 10.0 mmol), and triphenylphosphine (2.50 g, 9.53 mmol) were dissolved in N,N-dimethylformamide (30 mL). To the solution, under cooling with ice, diethyl azodicarboxylate (1.27 mL, 8.07 mmol) was added dropwise, followed by stirring for one hour at the same temperature. Ethyl acetate and 1 mol/L hydrochloric acid were added to th... Reactants: [H-].[Al+3].[Li+].[H-].[H-].[H-] (lithium aluminum hydride), O (Water), aqueous solution, [OH-].[Na+] (sodium hydroxide), O (water), C(CC)OC1=C(C=CC(=O)OCC)C=CC=C1 (ethyl 2-propoxycinnamate). The solvent is C(C)OCC (diethyl ether), C(C)OCC (diethyl ether), C(C)OCC (diethyl ether). Conditions: time 1 hour. Yields the product C(CC)OC1=C(C=CC=C1)CCCO (3-(2-propoxyphenyl)-1-propanol). Isolated yield 96.8%. Reaction SMILES: [H-].[Al+3].[Li+].[H-].[H-].[H-].[CH2:7]([O:10][C:11]1[CH:23]=[CH:22][CH:21]=[CH:20][C:12]=1[CH:13]=[CH:14][C:15](OCC)=[O:16])[CH2:8][CH3:9].O.[OH-].[Na+]>C(OCC)C>[CH2:7]([O:10][C:11]1[CH:23]=[CH:22][CH:21]=[CH:20][C:12]=1[CH2:13][CH2:14][CH2:15][OH:16])[CH2:8][CH3:9] |f:0.1.2.3.4.5,8.9|. Procedure: To lithium aluminum hydride (6.87 g) suspended in diethyl ether (300 ml) was added dropwise at 0° C. a solution of ethyl 2-propoxycinnamate (21.2 g) in diethyl ether (100 ml) over a period of 40 minutes. After the dropwise addition, the resulting mixture was stirred at room temperature for one hour. Water (7 ml), a 15% aqueous solution of sodium hydroxide (7 ml) and water (21 ml) were added to the reaction mixture, and the resulting mixture was further stirred at room temperature for one hour. T... Starting materials: CCOC=O, CC(N)c1ccccc1C(F)(F)C(F)(F)c1ccccc1. Yields the product CC(NC=O)c1ccccc1C(F)(F)C(F)(F)c1ccccc1. As a reaction SMILES: [CH2:22]([O:24][CH:23]=[O:25])[CH3:26].[CH3:1][CH:2]([c:3]1[c:4]([C:9]([C:10]([c:11]2[cH:12][cH:13][cH:14][cH:15][cH:16]2)([F:17])[F:18])([F:19])[F:20])[cH:5][cH:6][cH:7][cH:8]1)[NH2:21]>>[CH3:1][CH:2]([c:3]1[c:4]([C:9]([C:10]([c:11]2[cH:12][cH:13][cH:14][cH:15][cH:16]2)([F:17])[F:18])([F:19])[F:20])[cH:5][cH:6][cH:7][cH:8]1)[NH:21][CH:22]=[O:24].